Dataset: the Open Reaction Database (ORD), a public repository of structured organic reaction records. Task: describe an organic reaction: reactants, conditions, products, and yield Product: crude product, ClC1=C(C=CC=C1)N1N=C(C=C1C=1OC(=NN1)C1=CC(=CC=C1)S(=O)(=O)C)C(=O)O (1-(2-chlorophenyl)-5-(5-(3-(methylsulfonyl)phenyl)-1,3,4-oxadiazol-2-yl)-1H-pyrazole-3-carboxylic acid). Starting materials: CC=1C(=NN(C1C=1OC(=NN1)C1=CC(=CC=C1)S(=O)(=O)C)C1=C(C=CC=C1)Cl)C(=O)O (methyl 1-(2-chlorophenyl)-5-(5-(3-(methylsulfonyl)phenyl)-1,3,4-oxadiazol-2-yl)-1H-pyrazole-3-carboxylic acid), [OH-].[Li+] (lithium hydroxide). Yield: 32.1%. Reaction conditions: time 2 hour. Procedure details: To a stirred solution of compound 11 (100 mg, 0.21 mmol) in THF (4.0 mL) at room temperature, a solution of lithium hydroxide (44 mg, 1.05 mmol) in water (4.0 mL) was added and stirring continued for 2 h. On completion, solvent was removed, diluted with water (20 mL) and washed with ether (30 mL×3). The aqueous layer was acidified with 1N HCl and extracted with 10% methanol in dichloromethane (50 mL×3). Combined organic layer was washed brine, dried over sodium sulphate and concentrated. The cru... Solvent: C1CCOC1 (THF), O (water). As a reaction SMILES: C[C:2]1[C:3]([C:29]([OH:31])=[O:30])=[N:4][N:5]([C:22]2[CH:27]=[CH:26][CH:25]=[CH:24][C:23]=2[Cl:28])[C:6]=1[C:7]1[O:8][C:9]([C:12]2[CH:17]=[CH:16][CH:15]=[C:14]([S:18]([CH3:21])(=[O:20])=[O:19])[CH:13]=2)=[N:10][N:11]=1.[OH-].[Li+]>C1COCC1.O>[Cl:28][C:23]1[CH:24]=[CH:25][CH:26]=[CH:27][C:22]=1[N:5]1[C:6]([C:7]2[O:8][C:9]([C:12]3[CH:17]=[CH:16][CH:15]=[C:14]([S:18]([CH3:21])(=[O:20])=[O:19])[CH:13]=3)=[N:10][N:11]=2)=[CH:2][C:3]([C:29]([OH:31])=[O:30])=[N:4]1 |f:1.2|. Starting materials: O (water), Cl (hydrochloric acid), C(C)OC(CCC(CC1=CC=C(C=C1)Cl)N(C(C1=CC(=CC(=C1)C(F)(F)F)C(F)(F)F)=O)C)=O (4-[N'-methyl-N'-(3,5-bistrifluoromethyl-benzoyl)-amino]-5-(4-chloro-phenyl)-pentanoic acid ethyl ester), O.[OH-].[Li+] (lithium hydroxide monohydrate). Solvent: C1CCOC1.CO.O (THF methanol water). Product: CN(C(C1=CC(=CC(=C1)C(F)(F)F)C(F)(F)F)=O)C(CCC(=O)O)CC1=CC=C(C=C1)Cl (4-[N'-Methyl-N'-(3,5-bistrifluoromethyl-benzoyl)-amino]-5-(4-chlorophenyl)-pentanoic acid), crystals. Reaction SMILES: C([O:3][C:4](=[O:34])[CH2:5][CH2:6][CH:7]([N:16]([CH3:33])[C:17](=[O:32])[C:18]1[CH:23]=[C:22]([C:24]([F:27])([F:26])[F:25])[CH:21]=[C:20]([C:28]([F:31])([F:30])[F:29])[CH:19]=1)[CH2:8][C:9]1[CH:14]=[CH:13][C:12]([Cl:15])=[CH:11][CH:10]=1)C.O.[OH-].[Li+].O.Cl>C1COCC1.CO.O>[CH3:33][N:16]([CH:7]([CH2:8][C:9]1[CH:10]=[CH:11][C:12]([Cl:15])=[CH:13][CH:14]=1)[CH2:6][CH2:5][C:4]([OH:34])=[O:3])[C:17](=[O:32])[C:18]1[CH:19]=[C:20]([C:28]([F:29])([F:30])[F:31])[CH:21]=[C:22]([C:24]([F:25])([F:26])[F:27])[CH:23]=1 |f:1.2.3,6.7.8|. Reported procedure: A solution of 25 g of 4-[N'-methyl-N'-(3,5-bistrifluoromethyl-benzoyl)-amino]-5-(4-chloro-phenyl)-pentanoic acid ethyl ester and 18 g of lithium hydroxide monohydrate in 120 ml of THF/methanol/water 3:3:1 is stirred at room temperature for 4 hours and then 200 ml of water and 1N hydrochloric acid are added (pH value approx. 2). The mixture is extracted twice with ethyl acetate. The combined organic phases are washed with water and saturated NaCl solution, dried (magnesium sulfate) and concentrat...